The task is: describe an organic reaction: reactants, conditions, products, and yield. This data is from the Open Reaction Database (ORD), a public repository of structured organic reaction records. The reactants are CC(C)C[AlH]CC(C)C, CCOC(=O)c1cn(S(=O)(=O)N(C)C)cn1. Yields the product CN(C)S(=O)(=O)n1cnc(CO)c1. RXN SMILES: [CH3:17][CH:18]([CH2:19][AlH:20][CH2:21][CH:22]([CH3:23])[CH3:24])[CH3:25].[CH3:1][N:2]([S:3](=[O:4])(=[O:5])[n:6]1[cH:7][n:8][c:9]([C:11](=[O:12])[O:13][CH2:14][CH3:15])[cH:10]1)[CH3:16]>>[CH3:1][N:2]([S:3](=[O:4])(=[O:5])[n:6]1[cH:7][n:8][c:9]([CH2:11][OH:12])[cH:10]1)[CH3:16]. The reactants are CCC(CC)Nc1c2c(nc3c(-c4ccc(OC)cc4Cl)c(C)nn13)CCC2, CS(=O)(=O)O, CCCCCCC, CCOC(C)=O. Product: CCC(CC)Nc1c2c(nc3c(-c4ccc(OC)cc4Cl)c(C)nn13)CCC2, CS(=O)(=O)O. As a reaction SMILES: [CH3:1][CH2:2][CH:3]([CH2:4][CH3:5])[NH:6][c:7]1[c:8]2[c:9]([n:10][c:11]3[n:12]1[n:13][c:14]([CH3:25])[c:15]3-[c:16]1[c:17]([Cl:24])[cH:18][c:19]([O:22][CH3:23])[cH:20][cH:21]1)[CH2:26][CH2:27][CH2:28]2.[CH3:29][S:30]([OH:31])(=[O:32])=[O:33].[CH3:34][CH2:35][CH2:36][CH2:37][CH2:38][CH2:39][CH3:40].[CH3:41][CH2:42][O:43][C:44](=[O:45])[CH3:46]>>[CH3:1][CH2:2][CH:3]([CH2:4][CH3:5])[NH:6][c:7]1[c:8]2[c:9]([n:10][c:11]3[n:12]1[n:13][c:14]([CH3:25])[c:15]3-[c:16]1[c:17]([Cl:24])[cH:18][c:19]([O:22][CH3:23])[cH:20][cH:21]1)[CH2:26][CH2:27][CH2:28]2.[CH3:29][S:30](=[O:31])(=[O:32])[OH:33]. Starting materials: COC1=C(CN2S(C(CC2)(F)F)(=O)=O)C=CC(=C1)OC (2-(2,4-dimethoxybenzyl)-5,5-difluoroisothiazolidine-1,1-dioxide), FC(C(=O)O)(F)F (trifluoroacetic acid). Solvent: C(Cl)Cl (methylene chloride). Reaction conditions: temperature 0 celsius, time 3.5 hour. Yields the product FC1(CCNS1(=O)=O)F (5,5-Difluoroisothiazolidine-1,1-dioxide). Isolated yield 76.4%. Reaction SMILES: COC1C=C(OC)C=CC=1C[N:6]1[CH2:10][CH2:9][C:8]([F:12])([F:11])[S:7]1(=[O:14])=[O:13].FC(F)(F)C(O)=O>C(Cl)Cl>[F:11][C:8]1([F:12])[S:7](=[O:14])(=[O:13])[NH:6][CH2:10][CH2:9]1. Procedure details: To a 0° C. solution of 2-(2,4-dimethoxybenzyl)-5,5-difluoroisothiazolidine-1,1-dioxide (0.100 g, 0.3 mmol) in methylene chloride (6 mL) was added trifluoroacetic acid (2.182 mL, 29.4 mmol). The resulting red/purple solution was stirred at 0° C. for 3.5 hrs and concentrated in vacuo. The crude material was purified by silica gel chromatography (30-75% ethyl acetate/hexanes) to give a tan oil (0.036 g). 1H NMR (CDCl3, 300 MHz) δ 4.78 (br s, 1H), 3.46-3.40 (q, 2H, J=6.6 Hz), 2.79-2.65 (m, 2H). 19F ... Starting materials: [N-]=[N+]=[N-].[Na+] (sodium azide), BrCC(=O)C1=CC(=C(C=C1)F)C(F)(F)F (2-bromo-1-(4-fluoro-3-(trifluoromethyl)phenyl)ethanone), C1(=CC=CC=C1)P(C1=CC=CC=C1)C1=CC=CC=C1 (triphenylphosphine), O.C1(=CC=C(C=C1)S(=O)(=O)O)C (p-toluenesulfonic acid monohydrate). Solvent: O (water), C1CCOC1 (THF), C1CCOC1 (THF). Run at time 1 hour. Product: NCC(=O)C1=CC(=C(C=C1)F)C(F)(F)F (2-amino-1-(4-fluoro-3-(trifluoromethyl)phenyl)ethanone). Yield: 150.4%. As a reaction SMILES: Br[CH2:2][C:3]([C:5]1[CH:10]=[CH:9][C:8]([F:11])=[C:7]([C:12]([F:15])([F:14])[F:13])[CH:6]=1)=[O:4].[N-:16]=[N+]=[N-].[Na+].C1(P(C2C=CC=CC=2)C2C=CC=CC=2)C=CC=CC=1.O.C1(C)C=CC(S(O)(=O)=O)=CC=1>O.C1COCC1>[NH2:16][CH2:2][C:3]([C:5]1[CH:10]=[CH:9][C:8]([F:11])=[C:7]([C:12]([F:15])([F:14])[F:13])[CH:6]=1)=[O:4] |f:1.2,4.5|. Procedure details: Cool a solution of 2-bromo-1-(4-fluoro-3-(trifluoromethyl)phenyl)ethanone (93% pure by HPLC, 1000 g; 3.51 mol) and THF (5 L) to <5° C. in an ice bath. Add a solution of sodium azide (239 g; 3.68 mol, 1.05 eq) in water (800 mL) drop wise over one hour at <5° C. After stirring at <5° C. for one hour, separate and discard the aqueous layer. While still cold, add the organic layer slowly over 3 hours to a solution of triphenylphosphine (920.2 g, 3.51 mol, 1.0 eq), p-toluenesulfonic acid monohydrate ... RXN SMILES: [CH3:1][n:2]1[c:3]([CH2:21][O:22][C:23]([CH3:24])([CH3:25])[CH3:26])[cH:4][c:5]([CH2:12][O:13][c:14]2[cH:15][c:16]([CH3:20])[cH:17][cH:18][cH:19]2)[c:6]1[C:7](=[O:8])[O:9][CH2:10][CH3:11].[OH:27][C:28]([C:29]([F:30])([F:31])[F:32])=[O:33]>>[CH3:1][n:2]1[c:3]([CH2:21][OH:22])[cH:4][c:5]([CH2:12][O:13][c:14]2[cH:15][c:16]([CH3:20])[cH:17][cH:18][cH:19]2)[c:6]1[C:7](=[O:8])[O:9][CH2:10][CH3:11]. The product is CCOC(=O)c1c(COc2cccc(C)c2)cc(CO)n1C. Reactants: CCOC(=O)c1c(COc2cccc(C)c2)cc(COC(C)(C)C)n1C, O=C(O)C(F)(F)F. The reactants are O=C1CCN(Cc2ccccc2)CC1, CCOC(=O)C(C)C, CC(C)[N-]C(C)C, [Cl-], [Li+], [NH4+], C1CCOC1. The product is CCOC(=O)C(C)(C)C1(O)CCN(Cc2ccccc2)CC1. RXN SMILES: [CH2:17]([c:18]1[cH:19][cH:20][cH:21][cH:22][cH:23]1)[N:24]1[CH2:25][CH2:26][C:27](=[O:30])[CH2:28][CH2:29]1.[CH2:9]([CH3:10])[O:11][C:12]([CH:13]([CH3:14])[CH3:15])=[O:16].[CH3:2][CH:3]([N-:4][CH:5]([CH3:6])[CH3:7])[CH3:8].[Cl-:31].[Li+:1].[NH4+:32].[O:33]1[CH2:34][CH2:35][CH2:36][CH2:37]1>>[CH2:9]([CH3:10])[O:11][C:12]([C:13]([CH3:14])([CH3:15])[C:27]1([OH:30])[CH2:26][CH2:25][N:24]([CH2:17][c:18]2[cH:19][cH:20][cH:21][cH:22][cH:23]2)[CH2:29][CH2:28]1)=[O:16]. Reactants: C(CCCCCCCCCCCCCCCCC)Br (octadecyl bromide), C(CCCCCCCCCCCCCCCCC)S (octadecyl mercaptan), BrCCC(=O)OC (methyl 3-bromopropionate), C(C=C)(=O)OC (methyl acrylate), C[O-].[Na+] (sodium methylate). The product is C(CCCCCCCCCCCCCCCCC)CCC(=S)OC (methyl 3-octadecylthiopropionate). Reaction SMILES: [CH2:1](Br)[CH2:2][CH2:3][CH2:4][CH2:5][CH2:6][CH2:7][CH2:8][CH2:9][CH2:10][CH2:11][CH2:12][CH2:13][CH2:14][CH2:15][CH2:16][CH2:17][CH3:18].[CH2:20]([SH:38])[CH2:21][CH2:22]CCCCCCCCCCCCCCC.BrCC[C:42](OC)=[O:43].C(OC)(=O)C=C.C[O-].[Na+]>>[CH2:1]([CH2:22][CH2:21][C:20]([O:43][CH3:42])=[S:38])[CH2:2][CH2:3][CH2:4][CH2:5][CH2:6][CH2:7][CH2:8][CH2:9][CH2:10][CH2:11][CH2:12][CH2:13][CH2:14][CH2:15][CH2:16][CH2:17][CH3:18] |f:4.5|. Reported procedure: Instead of octadecyl bromide, there can also be used octadecyl mercaptan which is then reacted with methyl 3-bromopropionate or added on to methyl acrylate with sodium methylate catalysis. In both cases, methyl 3-octadecylthiopropionate is obtained.